From a dataset of the Open Reaction Database (ORD), a public repository of structured organic reaction records. describe an organic reaction: reactants, conditions, products, and yield Starting materials: FC1=NC=C(C=C1C1=NC=CC=N1)B1OC(C(O1)(C)C)(C)C (2-(2-fluoro-5-(4,4,5,5-tetramethyl-1,3,2-dioxaborolan-2-yl)pyridin-3-yl)pyrimidine), IC1=CC=C(C=C1)N1C(OC([C@@H]1C1=CC=CC=C1)(C)C)=O ((S)-3-(4-iodophenyl)-5,5-dimethyl-4-phenyloxazolidin-2-one), FC1=NC=C(C=C1C1=NC=CC=N1)B1OC(C(O1)(C)C)(C)C (2-(2-fluoro-5-(4,4,5,5-tetramethyl-1,3,2-dioxaborolan-2-yl)pyridin-3-yl)pyrimidine), IC1=CC=C(C=C1)N1C(OC([C@@H]1C1=CC=CC=C1)(C)C)=O ((S)-3-(4-iodophenyl)-5,5-dimethyl-4-phenyloxazolidin-2-one), C([O-])([O-])=O.[Na+].[Na+] (sodium carbonate), dichloro(1,1-bis(diphenylphosphinoferrocene))palladium(II). Solvent: O1CCOCC1 (dioxane). Run at temperature 110 celsius. Yields the product FC1=C(C=C(C=N1)C1=CC=C(C=C1)N1C(OC([C@@H]1C1=CC=CC=C1)(C)C)=O)C1=NC=CC=N1 ((S)-3-(4-(6-Fluoro-5-(pyrimidin-2-yl)pyridin-3-yl)phenyl)-5,5-dimethyl-4-phenyloxazolidin-2-one). Reaction SMILES: I[C:2]1[CH:7]=[CH:6][C:5]([N:8]2[C@@H:12]([C:13]3[CH:18]=[CH:17][CH:16]=[CH:15][CH:14]=3)[C:11]([CH3:20])([CH3:19])[O:10][C:9]2=[O:21])=[CH:4][CH:3]=1.C(=O)([O-])[O-].[Na+].[Na+].[F:28][C:29]1[C:34]([C:35]2[N:40]=[CH:39][CH:38]=[CH:37][N:36]=2)=[CH:33][C:32](B2OC(C)(C)C(C)(C)O2)=[CH:31][N:30]=1>O1CCOCC1>[F:28][C:29]1[N:30]=[CH:31][C:32]([C:2]2[CH:7]=[CH:6][C:5]([N:8]3[C@@H:12]([C:13]4[CH:18]=[CH:17][CH:16]=[CH:15][CH:14]=4)[C:11]([CH3:20])([CH3:19])[O:10][C:9]3=[O:21])=[CH:4][CH:3]=2)=[CH:33][C:34]=1[C:35]1[N:36]=[CH:37][CH:38]=[CH:39][N:40]=1 |f:1.2.3|. Procedure details: (S)-3-(4-Iodophenyl)-5,5-dimethyl-4-phenyloxazolidin-2-one (Intermediate C)(2.61 g, 6.64 mmol), sodium carbonate (6.64 mL, 13.28 mmol), 2-(2-fluoro-5-(4,4,5,5-tetramethyl-1,3,2-dioxaborolan-2-yl)pyridin-3-yl)pyrimidine (Intermediate H) (2 g, 6.64 mmol), and dichloro(1,1-bis(diphenylphosphinoferrocene))palladium(II) (0.542 g, 0.664 mmol, commercially available from Sigma-Aldrich, Milwaukee, Wis.) were combined in dioxane (16.60 mL) and stirred at 110° C. overngight. LC-MS indicated that there was...